This data is from the Open Reaction Database (ORD), a public repository of structured organic reaction records. The task is: describe an organic reaction: reactants, conditions, products, and yield The reactants are O=C([O-])[O-], CCOC(C)=O, COc1ccc2c(c1)Sc1cc(OC)ccc1N2, CCCCCC, CCCCCCI, [K+], [K+]. The product is CCCCCCN1c2ccc(OC)cc2Sc2cc(OC)ccc21. Reaction SMILES: [C:19](=[O:20])([O-:21])[O-:22].[C:38]([O:39][CH2:40][CH3:41])(=[O:42])[CH3:43].[CH3:1][O:2][c:3]1[cH:4][cH:5][c:6]2[c:15]([cH:16]1)[S:14][c:13]1[c:8]([cH:9][cH:10][c:11]([O:17][CH3:18])[cH:12]1)[NH:7]2.[CH3:32][CH2:33][CH2:34][CH2:35][CH2:36][CH3:37].[I:25][CH2:26][CH2:27][CH2:28][CH2:29][CH2:30][CH3:31].[K+:23].[K+:24]>>[CH3:1][O:2][c:3]1[cH:4][cH:5][c:6]2[c:15]([cH:16]1)[S:14][c:13]1[c:8]([cH:9][cH:10][c:11]([O:17][CH3:18])[cH:12]1)[N:7]2[CH2:26][CH2:27][CH2:28][CH2:29][CH2:30][CH3:31]. Reactants: O=C(Cl)C1CCCCC1, CC(Cl)Cl, ClCCl, Nc1cnc2ccccc2c1Cl. Product: O=C(Nc1cnc2ccccc2c1Cl)C1CCCCC1. As a reaction SMILES: [CH:13]1([C:19](=[O:20])[Cl:21])[CH2:14][CH2:15][CH2:16][CH2:17][CH2:18]1.[Cl:22][CH:23]([Cl:24])[CH3:25].[Cl:26][CH2:27][Cl:28].[NH2:1][c:2]1[cH:3][n:4][c:5]2[cH:6][cH:7][cH:8][cH:9][c:10]2[c:11]1[Cl:12]>>[NH:1]([c:2]1[cH:3][n:4][c:5]2[cH:6][cH:7][cH:8][cH:9][c:10]2[c:11]1[Cl:12])[C:19]([CH:13]1[CH2:14][CH2:15][CH2:16][CH2:17][CH2:18]1)=[O:20].